This data is from the Open Reaction Database (ORD), a public repository of structured organic reaction records. The task is: describe an organic reaction: reactants, conditions, products, and yield Starting materials: O=C([O-])[O-], CNCc1ccccc1, CN(C)C=O, OC(CCCl)c1ccccc1, [I-], [K+], [K+], [K+]. The product is CN(CCC(O)c1ccccc1)Cc1ccccc1. As a reaction SMILES: [C:23](=[O:24])([O-:25])[O-:26].[CH3:12][NH:13][CH2:14][c:15]1[cH:16][cH:17][cH:18][cH:19][cH:20]1.[CH3:29][N:30]([CH3:31])[CH:32]=[O:33].[Cl:1][CH2:2][CH2:3][CH:4]([OH:5])[c:6]1[cH:7][cH:8][cH:9][cH:10][cH:11]1.[I-:22].[K+:21].[K+:27].[K+:28]>>[CH2:2]([CH2:3][CH:4]([OH:5])[c:6]1[cH:7][cH:8][cH:9][cH:10][cH:11]1)[N:13]([CH3:12])[CH2:14][c:15]1[cH:16][cH:17][cH:18][cH:19][cH:20]1. Solvent: O (water), C(C)O (ethanol), O (water). Product: C1(CC1)C(CC=C)OCC=NO (2-[(1-cyclopropylbut-3-en-1-yl)oxy]-N-hydroxyethanimine). As a reaction SMILES: [CH:1]1([CH:4]([O:8][CH2:9][CH:10]=O)[CH2:5][CH:6]=[CH2:7])[CH2:3][CH2:2]1.C([O-])(=O)C.[Na+].Cl.[NH2:18][OH:19]>C(O)C.O>[CH:1]1([CH:4]([O:8][CH2:9][CH:10]=[N:18][OH:19])[CH2:5][CH:6]=[CH2:7])[CH2:3][CH2:2]1 |f:1.2,3.4|. Run at time 15 minute. Reactants: oxime, ( m ), C(C)(=O)[O-].[Na+] (Sodium acetate), C1(CC1)C(CC=C)OCC=O ([(1-Cyclopropylbut-3-en-1-yl)oxy]acetaldehyde), Cl.NO (hydroxylamine hydrochloride). Procedure details: [(1-Cyclopropylbut-3-en-1-yl)oxy]acetaldehyde (C16) (3.63 g from the previous step, ≦13.0 mmol) was dissolved in a 2:1 mixture of ethanol and water (39 mL). Sodium acetate (5.32 g, 64.9 mmol) was added; after the reaction mixture had been stirred for 15 minutes, hydroxylamine hydrochloride (98%, 2.76 g, 38.9 mmol) was added. The reaction mixture was heated to 60° C. for 5 minutes, at which time water (4×1 mL) was added until a solution formed. After 1 hour at 60° C., the reaction mixture was coo... Solvent: C1CCOC1 (THF), O (water), C(C)OCC (diethyl ether), C1CCOC1 (THF). Procedure details: A 2M solution of tert-butylmagnesium chloride (CAS Reg. No. 677-22-5) in diethyl ether (5.9 ml) was added to 2-chloro-4-methoxyphenylacetic acid (1.173 g, CAS Reg. No. 91367-09-8) in THF (10 ml). The mixture was stirred at room temperature for 30 min. A solution of methyl 6-quinoxalinecarboxylate (1 g, CAS Reg. No. 23088-23-5) in THF (3 ml) was added and the resulting mixture was stirred overnight. Aqueous HCl (25%, 1.5 ml) and water (30 ml) were added and extracted with EtOAc. The combined orga... Conditions: time 30 minute. RXN SMILES: C([Mg]Cl)(C)(C)C.[Cl:7][C:8]1[CH:13]=[C:12]([O:14][CH3:15])[CH:11]=[CH:10][C:9]=1[CH2:16][C:17]([OH:19])=O.[N:20]1[C:29]2[C:24](=[CH:25][C:26](C(OC)=O)=[CH:27][CH:28]=2)[N:23]=[CH:22][CH:21]=1.Cl>C(OCC)C.C1COCC1.O>[Cl:7][C:8]1[CH:13]=[C:12]([O:14][CH3:15])[CH:11]=[CH:10][C:9]=1[CH2:16][C:17]([C:27]1[CH:28]=[C:29]2[C:24](=[CH:25][CH:26]=1)[N:23]=[CH:22][CH:21]=[N:20]2)=[O:19]. The product is ClC1=C(C=CC(=C1)OC)CC(=O)C=1C=C2N=CC=NC2=CC1 (2-(2-Chloro-4-methoxy-phenyl)-1-quinoxalin-6-yl-ethanone). The reactants are solution, N1=CC=NC2=CC(=CC=C12)C(=O)OC (methyl 6-quinoxalinecarboxylate), Cl (HCl), C(C)(C)(C)[Mg]Cl (tert-butylmagnesium chloride), ClC1=C(C=CC(=C1)OC)CC(=O)O (2-chloro-4-methoxyphenylacetic acid). The reactants are CCc1cc(-c2ccc(S(=O)(=O)Cl)s2)c(C)[nH]c1=O, NCCCN1CCC(O)C1. The product is CCc1cc(-c2ccc(S(=O)(=O)NCCCN3CCC(O)C3)s2)c(C)[nH]c1=O, Cl. Reaction SMILES: [CH2:1]([CH3:2])[c:3]1[cH:4][c:5](-[c:11]2[cH:12][cH:13][c:14]([S:16](=[O:17])(=[O:18])[Cl:19])[s:15]2)[c:6]([CH3:10])[nH:7][c:8]1=[O:9].[OH:20][CH:21]1[CH2:22][N:23]([CH2:26][CH2:27][CH2:28][NH2:29])[CH2:24][CH2:25]1>>[CH2:1]([CH3:2])[c:3]1[cH:4][c:5](-[c:11]2[cH:12][cH:13][c:14]([S:16](=[O:17])(=[O:18])[NH:29][CH2:28][CH2:27][CH2:26][N:23]3[CH2:22][CH:21]([OH:20])[CH2:25][CH2:24]3)[s:15]2)[c:6]([CH3:10])[nH:7][c:8]1=[O:9].[ClH:19].